Dataset: the Open Reaction Database (ORD), a public repository of structured organic reaction records. Task: describe an organic reaction: reactants, conditions, products, and yield The reactants are CN(C)P(=O)(N(C)C)N(C)C, OCCCCCCCl, [H-], [H][H], [Na+], O, Oc1ccccc1. Yields the product OCCCCCCOc1ccccc1. As a reaction SMILES: [CH3:20][N:21]([P:22]([N:23]([CH3:24])[CH3:25])([N:26]([CH3:27])[CH3:28])=[O:29])[CH3:30].[Cl:12][CH2:13][CH2:14][CH2:15][CH2:16][CH2:17][CH2:18][OH:19].[H-:8].[H:10][H:11].[Na+:9].[OH2:31].[OH:1][c:2]1[cH:3][cH:4][cH:5][cH:6][cH:7]1>>[O:1]([c:2]1[cH:3][cH:4][cH:5][cH:6][cH:7]1)[CH2:13][CH2:14][CH2:15][CH2:16][CH2:17][CH2:18][OH:19]. Starting materials: COC(=O)c1ccc(C(NC(=O)NC2CCC(C(C)(C)C)CC2)c2cc(C(F)(F)F)cc(C(F)(F)F)c2)cc1, CCOC(C)=O, CCO, [Na+], [OH-]. Product: CC(C)(C)C1CCC(NC(=O)NC(c2ccc(C(=O)O)cc2)c2cc(C(F)(F)F)cc(C(F)(F)F)c2)CC1. As a reaction SMILES: [CH3:1][O:2][C:3]([c:4]1[cH:5][cH:6][c:7]([CH:10]([c:11]2[cH:12][c:13]([C:21]([F:22])([F:23])[F:24])[cH:14][c:15]([C:17]([F:18])([F:19])[F:20])[cH:16]2)[NH:25][C:26](=[O:27])[NH:28][CH:29]2[CH2:30][CH2:31][CH:32]([C:35]([CH3:36])([CH3:37])[CH3:38])[CH2:33][CH2:34]2)[cH:8][cH:9]1)=[O:39].[CH3:42][CH2:43][O:44][C:45](=[O:46])[CH3:47].[CH3:48][CH2:49][OH:50].[Na+:41].[OH-:40]>>[O:2]=[C:3]([c:4]1[cH:5][cH:6][c:7]([CH:10]([c:11]2[cH:12][c:13]([C:21]([F:22])([F:23])[F:24])[cH:14][c:15]([C:17]([F:18])([F:19])[F:20])[cH:16]2)[NH:25][C:26](=[O:27])[NH:28][CH:29]2[CH2:30][CH2:31][CH:32]([C:35]([CH3:36])([CH3:37])[CH3:38])[CH2:33][CH2:34]2)[cH:8][cH:9]1)[OH:39]. The reactants are Cl.C(C)(=O)N(C)C1=C2CCC(CC2=CC=C1)NCCC (5-(N-Acetyl-N-methyl-amino)-2-n-propylamino-tetralinehydrochloride), [OH-].[K+] (potassium hydroxide). The solvent is C(COCCO)O (diethyleneglycol), O (water). Product: Cl.Cl.CNC1=C2CCC(CC2=CC=C1)NCCC (5-Methylamino-2-n-propylamino-tetraline-dihydrochloride). As a reaction SMILES: [ClH:1].[C:2]([N:5]([C:7]1[CH:16]=[CH:15][CH:14]=[C:13]2[C:8]=1[CH2:9][CH2:10][CH:11]([NH:17][CH2:18][CH2:19][CH3:20])[CH2:12]2)C)(=O)C.[OH-].[K+]>C(O)COCCO.O>[ClH:1].[ClH:1].[CH3:2][NH:5][C:7]1[CH:16]=[CH:15][CH:14]=[C:13]2[C:8]=1[CH2:9][CH2:10][CH:11]([NH:17][CH2:18][CH2:19][CH3:20])[CH2:12]2 |f:0.1,2.3,6.7.8|. Procedure: 0.50 g (1.92 mmol) of 5-(N-acetyl-N-methyl-amino)-2-n-propylamino-tetraline-hydrochloride (Example 4.7.8) are stirred with 12.5 g (0.22 mol) of potassium hydroxide in 40 ml of diethyleneglycol for 24 hours at 150° C. The mixture is then cooled, diluted with 400 ml of water and extracted three times with ethyl acetate (50, 15 and 15 ml). The combined extracts are washed with 20 ml of water, dried with sodium sulphate and, after the drying agent has been filtered off, concentrated by rotary evapor... Isolated yield 50.0%. Run in C1CCOC1 (THF), C1CCOC1 (THF). Yields the product [Si](C)(C)(C(C)(C)C)OC1=C(C(=CC=C1\C=C/C1=CC(=C(C(=C1)OC)OC)OC)O[Si](C)(C)C(C)(C)C)O[Si](C)(C)C(C)(C)C (1,2,3-Tri(t-butyldimethylsilyloxy)-6-[(Z)-2-(3,4,5-trimethoxyphenyl)vinyl]-benzene), compound. Procedure details: n-Butyl lithium (0.89 mL, 2.23 mmol, 2.5 M in hexanes) was added dropwise over 10 min to a solution of 3,4,5-trimethoxybenzylphosphonium bromide (0.96 g, 1.83 mmol) in THF (10 mL) at −10° C. The reaction mixture was stirred at this temperature for 15 min then cooled to −70° C. and a solution of 31 (0.93 g, 1.88 mmol) in THF (4 mL) was added and the reaction mixture was allowed to warm to room temperature with stirring overnight. The reaction mixture was cooled to 0° C. and water was added. The r... RXN SMILES: C([Li])CCC.[Br-].[CH3:7][O:8][C:9]1[CH:10]=[C:11]([CH:14]=[C:15]([O:19][CH3:20])[C:16]=1[O:17][CH3:18])[CH2:12][PH3+].[Si:21]([O:28][C:29]1[C:36]([O:37][Si:38]([C:41]([CH3:44])([CH3:43])[CH3:42])([CH3:40])[CH3:39])=[C:35]([O:45][Si:46]([C:49]([CH3:52])([CH3:51])[CH3:50])([CH3:48])[CH3:47])[CH:34]=[CH:33][C:30]=1[CH:31]=O)([C:24]([CH3:27])([CH3:26])[CH3:25])([CH3:23])[CH3:22].O>C1COCC1>[Si:21]([O:28][C:29]1[C:30](/[CH:31]=[CH:12]\[C:11]2[CH:10]=[C:9]([O:8][CH3:7])[C:16]([O:17][CH3:18])=[C:15]([O:19][CH3:20])[CH:14]=2)=[CH:33][CH:34]=[C:35]([O:45][Si:46]([C:49]([CH3:50])([CH3:52])[CH3:51])([CH3:48])[CH3:47])[C:36]=1[O:37][Si:38]([C:41]([CH3:44])([CH3:43])[CH3:42])([CH3:39])[CH3:40])([C:24]([CH3:27])([CH3:26])[CH3:25])([CH3:23])[CH3:22] |f:1.2|. Reaction conditions: temperature -70 celsius, time 15 minute. Reactants: [Si](C)(C)(C(C)(C)C)OC1=C(C=O)C=CC(=C1O[Si](C)(C)C(C)(C)C)O[Si](C)(C)C(C)(C)C (2,3,4-Tri(t-butyldimethylsilyloxy)benzaldehyde), O (water), C(CCC)[Li] (n-Butyl lithium), [Br-].COC=1C=C(C[PH3+])C=C(C1OC)OC (3,4,5-trimethoxybenzylphosphonium bromide). Starting materials: BrCC(=O)OC(C)(C)C (t-butyl bromoacetate), FC1=C(C=CC(=C1)[N+](=O)[O-])O (2-fluoro-4-nitrophenol), C([O-])([O-])=O.[K+].[K+] (potassium carbonate). Solvent: CC(=O)C (acetone). Yields the product FC1=C(OCC(=O)OC(C)(C)C)C=CC(=C1)[N+](=O)[O-] (t-butyl 2-fluoro-4-nitrophenoxyacetate). Reaction SMILES: Br[CH2:2][C:3]([O:5][C:6]([CH3:9])([CH3:8])[CH3:7])=[O:4].[F:10][C:11]1[CH:16]=[C:15]([N+:17]([O-:19])=[O:18])[CH:14]=[CH:13][C:12]=1[OH:20].C(=O)([O-])[O-].[K+].[K+]>CC(C)=O>[F:10][C:11]1[CH:16]=[C:15]([N+:17]([O-:19])=[O:18])[CH:14]=[CH:13][C:12]=1[O:20][CH2:2][C:3]([O:5][C:6]([CH3:9])([CH3:8])[CH3:7])=[O:4] |f:2.3.4|. Procedure: In a similar manner to Example 2, starting material step (b), t-butyl bromoacetate (5.6 ml), 2-fluoro-4-nitrophenol (5 g), anhydrous potassium carbonate (5.3 g) and acetone (200 ml) were reacted to give t-butyl 2-fluoro-4-nitrophenoxyacetate (8.3 g) as an off-white solid: m.p. 62°-64° C.; NMR Spectrum (DMSO-d6) 1.49 (9H, s), 4.70 (2H, s), 6.94 (1H, m), 8.01 (2H, m); Mass Spectrum m/Z 272 (M+H)+. Reactants: C(C)(C)N1CCN(CC1)C(=O)C=1C=C2C=C(NC2=CC1)C(=O)N1CCN(CC1)C(C(C)C)=O (1-{4-[5-(4-Isopropyl-piperazine-1-carbonyl)-1H-indole-2-carbonyl]-piperazin-1-yl}-2-methyl-propan-1-one), ClC=1C=C(C=CC1)B(O)O (3-chlorophenylboronic acid). Yields the product ClC=1C=C(C=CC1)N1C(=CC2=CC(=CC=C12)C(=O)N1CCN(CC1)C(C)C)C(=O)N1CCN(CC1)C(C(C)C)=O (1-{4-[1-(3-Chloro-phenyl)-5-(4-isopropyl-piperazine-1-carbonyl)-1H-indole-2-carbonyl]-piperazin-1-yl}-2-methyl-propan-1-one). The yield is 47.0%. RXN SMILES: [CH:1]([N:4]1[CH2:9][CH2:8][N:7]([C:10]([C:12]2[CH:13]=[C:14]3[C:18](=[CH:19][CH:20]=2)[NH:17][C:16]([C:21]([N:23]2[CH2:28][CH2:27][N:26]([C:29](=[O:33])[CH:30]([CH3:32])[CH3:31])[CH2:25][CH2:24]2)=[O:22])=[CH:15]3)=[O:11])[CH2:6][CH2:5]1)([CH3:3])[CH3:2].[Cl:34][C:35]1[CH:36]=[C:37](B(O)O)[CH:38]=[CH:39][CH:40]=1>>[Cl:34][C:35]1[CH:40]=[C:39]([N:17]2[C:18]3[C:14](=[CH:13][C:12]([C:10]([N:7]4[CH2:8][CH2:9][N:4]([CH:1]([CH3:3])[CH3:2])[CH2:5][CH2:6]4)=[O:11])=[CH:20][CH:19]=3)[CH:15]=[C:16]2[C:21]([N:23]2[CH2:28][CH2:27][N:26]([C:29](=[O:33])[CH:30]([CH3:32])[CH3:31])[CH2:25][CH2:24]2)=[O:22])[CH:38]=[CH:37][CH:36]=1. Reported procedure: The title compound was synthesized in analogy to example 5, from 1-{4-[5-(4-isopropyl-piperazine-1-carbonyl)-1H-indole-2-carbonyl]-piperazin-1-yl}-2-methyl-propan-1-one (example 31) and 3-chlorophenylboronic acid to afford the desired product as a light-brown foam (47%). MS (ISP): 564.5 (M+H)+. Starting materials: [Br-], [Br-], [Br-], CCCC[N+](CCCC)(CCCC)CCCC, CCCC[N+](CCCC)(CCCC)CCCC, CCCC[N+](CCCC)(CCCC)CCCC, CCc1ccccc1-c1ccccc1O, ClCCl. Product: CCc1ccccc1-c1cc(Br)ccc1O. As a reaction SMILES: [Br-:1].[Br-:2].[Br-:3].[CH2:21]([N+:22]([CH2:23][CH2:24][CH2:25][CH3:26])([CH2:27][CH2:28][CH2:29][CH3:30])[CH2:31][CH2:32][CH2:33][CH3:34])[CH2:35][CH2:36][CH3:37].[CH2:38]([N+:39]([CH2:40][CH2:41][CH2:42][CH3:43])([CH2:44][CH2:45][CH2:46][CH3:47])[CH2:48][CH2:49][CH2:50][CH3:51])[CH2:52][CH2:53][CH3:54].[CH2:4]([N+:5]([CH2:6][CH2:7][CH2:8][CH3:9])([CH2:10][CH2:11][CH2:12][CH3:13])[CH2:14][CH2:15][CH2:16][CH3:17])[CH2:18][CH2:19][CH3:20].[CH3:55][CH2:56][c:57]1[c:58](-[c:63]2[c:64]([OH:69])[cH:65][cH:66][cH:67][cH:68]2)[cH:59][cH:60][cH:61][cH:62]1.[Cl:70][CH2:71][Cl:72]>>[Br:1][c:67]1[cH:66][cH:65][c:64]([OH:69])[c:63](-[c:58]2[c:57]([CH2:56][CH3:55])[cH:62][cH:61][cH:60][cH:59]2)[cH:68]1. Starting materials: C(C)(C)(C)OC(=O)NC(C(C(=O)O)O)CC (3-tert-Butoxycarbonylamino-2-hydroxy-pentanoic acid), ONC(C1=CC=CC=C1)=N (N-hydroxy-benzamidine), CN1CCOCC1 (4-methylmorpholine), C(CCl)Cl (EDC), C=1C=CC2=C(C1)N=NN2O (HOBt). The solvent is ClCCl (Dichloromethane). Run at time 16 hour. Product: C(C)(C)(C)OC(=O)NC([C@H](O)C1=NC(=NO1)C1=CC=CC=C1)CC ((S)-2-tert-butoxycarbonylamino-1-(3-phenyl-[1,2,4]oxadiazol-5-yl)-butan-1-ol). Yield: 38.8%. RXN SMILES: [C:1]([O:5][C:6]([NH:8][CH:9]([CH2:15][CH3:16])[CH:10]([OH:14])[C:11]([OH:13])=O)=[O:7])([CH3:4])([CH3:3])[CH3:2].C(Cl)CCl.C1C=CC2N(O)N=NC=2C=1.O[NH:32][C:33](=[NH:40])[C:34]1[CH:39]=[CH:38][CH:37]=[CH:36][CH:35]=1.CN1CCOCC1>ClCCl>[C:1]([O:5][C:6]([NH:8][CH:9]([CH2:15][CH3:16])[C@@H:10]([C:11]1[O:13][N:40]=[C:33]([C:34]2[CH:39]=[CH:38][CH:37]=[CH:36][CH:35]=2)[N:32]=1)[OH:14])=[O:7])([CH3:2])([CH3:3])[CH3:4]. Procedure: 3-tert-Butoxycarbonylamino-2-hydroxy-pentanoic acid (500 mg, 2.14 mmol) was combined with EDC (600 mg, 3.14 mmol), HOBt (600 mg, 3.92 mmol), and N-hydroxy-benzamidine (292 mg, 2.14 mmol). Dichloromethane (10 mL) was added and then 4-methylmorpholine (1 mL). The reaction mixture was stirred at ambient temperature for 16 h. After dilution with ethyl acetate (200 mL), the solution was washed with water (30 mL), saturated aqueous NaHCO3 solution and brine, dried with MgSO4 and evaporated under vacuu... Reactants: O=C([O-])[O-], CCCC[N+](CCCC)(CCCC)CCCC, BrCCc1ccccc1, CN(C)C=O, ClC(Cl)Cl, [I-], [K+], [K+], [Na+], [OH-], Oc1ccc2[nH]ncc2c1. Product: c1ccc(CCOc2ccc3[nH]ncc3c2)cc1. Reaction SMILES: [C:1](=[O:2])([O-:3])[O-:4].[CH2:29]([N+:30]([CH2:31][CH2:32][CH2:33][CH3:34])([CH2:35][CH2:36][CH2:37][CH3:38])[CH2:39][CH2:40][CH2:41][CH3:42])[CH2:43][CH2:44][CH3:45].[CH2:7]([CH2:8][c:9]1[cH:10][cH:11][cH:12][cH:13][cH:14]1)[Br:15].[CH3:46][N:47]([CH3:48])[CH:49]=[O:50].[CH:51]([Cl:52])([Cl:53])[Cl:54].[I-:28].[K+:5].[K+:6].[Na+:27].[OH-:26].[nH:16]1[n:17][cH:18][c:19]2[cH:20][c:21]([OH:25])[cH:22][cH:23][c:24]12>>[CH2:7]([CH2:8][c:9]1[cH:10][cH:11][cH:12][cH:13][cH:14]1)[O:25][c:21]1[cH:20][c:19]2[cH:18][n:17][nH:16][c:24]2[cH:23][cH:22]1. The reactants are COc1cc(C)c(OS(C)(=O)=O)cc1[N+](=O)[O-], CO, Cl, [Na+], [OH-], O. Product: COc1cc(C)c(O)cc1[N+](=O)[O-]. RXN SMILES: [CH3:1][S:2](=[O:3])(=[O:4])[O:5][c:6]1[c:7]([CH3:17])[cH:8][c:9]([O:15][CH3:16])[c:10]([N+:12](=[O:13])[O-:14])[cH:11]1.[CH3:21][OH:22].[ClH:20].[Na+:19].[OH-:18].[OH2:23]>>[OH:5][c:6]1[c:7]([CH3:17])[cH:8][c:9]([O:15][CH3:16])[c:10]([N+:12](=[O:13])[O-:14])[cH:11]1.